This data is from the Open Reaction Database (ORD), a public repository of structured organic reaction records. The task is: describe an organic reaction: reactants, conditions, products, and yield The reactants are CC(C(C1=CC=CC=C1)=O)SC#N (1-methyl-2-oxo-2-phenylethyl thiocyanate), Br.C(C)(=O)O (hydrogen bromide acetic acid), O (Water). Yields the product BrC=1SC(=C(N1)C1=CC=CC=C1)C (2-Bromo-5-methyl-4-phenyl-1,3-thiazole). Isolated yield 73.1%. Reaction SMILES: [CH3:1][CH:2]([S:11][C:12]#[N:13])[C:3](=O)[C:4]1[CH:9]=[CH:8][CH:7]=[CH:6][CH:5]=1.O.[BrH:15].C(O)(=O)C>>[Br:15][C:12]1[S:11][C:2]([CH3:1])=[C:3]([C:4]2[CH:9]=[CH:8][CH:7]=[CH:6][CH:5]=2)[N:13]=1 |f:2.3|. Reported procedure: A solution of 1-methyl-2-oxo-2-phenylethyl thiocyanate (1.00 g, 5.23 mmol) in 25% hydrogen bromide/acetic acid (10 ml) was stirred at 130° C. for 2 hours and at room temperature for 1 hour. Water was poured into the reaction solution, and the mixture was extracted with chloroform. The extract was washed with water and dried over anhydrous magnesium sulfate, and the solvent was distilled off under reduced pressure. The residue was purified by silica gel column chromatography (hexane:ethyl acetate...